From a dataset of the Open Reaction Database (ORD), a public repository of structured organic reaction records. describe an organic reaction: reactants, conditions, products, and yield The reactants are O=C(O)C(F)(F)F, COc1ccc2c(c1)C1(CCOCC1)C(=O)C(C(=O)NCC(=O)OC(C)(C)C)=C2O. The product is COc1ccc2c(c1)C1(CCOCC1)C(=O)C(C(=O)NCC(=O)O)=C2O. As a reaction SMILES: [F:31][C:32]([F:33])([F:34])[C:35]([OH:36])=[O:37].[OH:1][C:2]1=[C:3]([C:20](=[O:21])[NH:22][CH2:23][C:24](=[O:25])[O:26][C:27]([CH3:28])([CH3:29])[CH3:30])[C:4](=[O:19])[C:5]2([c:6]3[cH:7][c:8]([O:12][CH3:13])[cH:9][cH:10][c:11]31)[CH2:14][CH2:15][O:16][CH2:17][CH2:18]2>>[OH:1][C:2]1=[C:3]([C:20](=[O:21])[NH:22][CH2:23][C:24](=[O:25])[OH:26])[C:4](=[O:19])[C:5]2([c:6]3[cH:7][c:8]([O:12][CH3:13])[cH:9][cH:10][c:11]31)[CH2:14][CH2:15][O:16][CH2:17][CH2:18]2. Reactants: Br, COC(=O)N1CCC(c2cc(=O)[nH]o2)CC1Cc1ccccc1C(F)(F)F. Yields the product O=c1cc(C2CCNC(Cc3ccccc3C(F)(F)F)C2)o[nH]1. As a reaction SMILES: [BrH:28].[O:1]=[c:2]1[nH:3][o:4][c:5]([CH:7]2[CH2:8][CH:9]([CH2:17][c:18]3[c:19]([C:24]([F:25])([F:26])[F:27])[cH:20][cH:21][cH:22][cH:23]3)[N:10]([C:13]([O:14][CH3:15])=[O:16])[CH2:11][CH2:12]2)[cH:6]1>>[O:1]=[c:2]1[nH:3][o:4][c:5]([CH:7]2[CH2:8][CH:9]([CH2:17][c:18]3[c:19]([C:24]([F:25])([F:26])[F:27])[cH:20][cH:21][cH:22][cH:23]3)[NH:10][CH2:11][CH2:12]2)[cH:6]1. Starting materials: NS(=O)(=O)C1=C(C=CC=C1)C1=CC=C(C=C1)CC1=C(C(=NN1CCC)CC)C(=O)OC (Methyl 5-[[2'-(aminosulfonyl)-1,1'-biphenyl-4-yl]methyl]-3-ethyl-1-propyl-1H-pyrazole-4-carboxylate), C(C1=CC=CC=C1)(=O)Cl (benzoyl chloride), OP(=O)(O)[O-].[K+] (KH2PO4). Solvent: N1=CC=CC=C1 (pyridine). Reaction conditions: time 12 hour. Product: C(C)C1=NN(C(=C1C(=O)OC)CC1=CC=C(C=C1)C1=C(C=CC=C1)S(=O)(=O)NC(=O)C1=CC=CC=C1)CCC (Methyl 3-ethyl-5-[[2'-(phenylcarbonylaminosulfonyl)-1,1'-biphenyl-4-yl]methyl]-1-propyl-1H-pyrazole-4-carboxylate). Yield: 100.0%. Reaction SMILES: [NH2:1][S:2]([C:5]1[CH:10]=[CH:9][CH:8]=[CH:7][C:6]=1[C:11]1[CH:16]=[CH:15][C:14]([CH2:17][C:18]2[N:22]([CH2:23][CH2:24][CH3:25])[N:21]=[C:20]([CH2:26][CH3:27])[C:19]=2[C:28]([O:30][CH3:31])=[O:29])=[CH:13][CH:12]=1)(=[O:4])=[O:3].[C:32](Cl)(=[O:39])[C:33]1[CH:38]=[CH:37][CH:36]=[CH:35][CH:34]=1.OP([O-])(O)=O.[K+]>N1C=CC=CC=1>[CH2:26]([C:20]1[C:19]([C:28]([O:30][CH3:31])=[O:29])=[C:18]([CH2:17][C:14]2[CH:13]=[CH:12][C:11]([C:6]3[CH:7]=[CH:8][CH:9]=[CH:10][C:5]=3[S:2]([NH:1][C:32]([C:33]3[CH:38]=[CH:37][CH:36]=[CH:35][CH:34]=3)=[O:39])(=[O:3])=[O:4])=[CH:16][CH:15]=2)[N:22]([CH2:23][CH2:24][CH3:25])[N:21]=1)[CH3:27] |f:2.3|. Procedure details: To a solution of the compound obtained in example 44 (0.5 g, 1.13 mmol) in pyridine (10.8 mL) was added benzoyl chloride (0.13 mL) and the reaction mixture was stirred at room temperature under an argon atmosphere for 12 h. Then, saturated aqueous KH2PO4 (33 mL) was added and it was extracted with EtOAc. The organic phase was unwashed with 1N HCl, dried and concentrated to a crude product. This was chromatographed on silica gel (hexane-EtOAc, 1:1) to afford the title compound as a foam (0.64 g, ... Conditions: temperature -78 celsius, time 1.5 hour. The solvent is O1CCCC1 (tetrahydrofuran). Isolated yield 80.1%. Procedure details: Diisobutylaluminum hydride (80 ml, 1M solution in toluene) was added to a solution of the product from Step 2 (20 g, 63.4 mmol) in tetrahydrofuran (160 ml) at −78° C. The mixture was stirred at −78° C. for 1.5 hours and was then quenched with a saturated aqueous solution of ammonium chloride (40 ml). The reaction was allowed to warm to room temperature, diluted with ethyl acetate and 5M hydrochloric acid (20 ml) and stirred for 30 minutes. The organic layer was separated, washed twice with water... Product: BrC=1C=C(OC1Br)C=O (4,5-Dibromo-furan-2-carbaldehyde). As a reaction SMILES: [H-].C([Al+]CC(C)C)C(C)C.CON(C)[C:14]([C:16]1[O:17][C:18]([Br:22])=[C:19]([Br:21])[CH:20]=1)=[O:15]>O1CCCC1>[Br:21][C:19]1[CH:20]=[C:16]([CH:14]=[O:15])[O:17][C:18]=1[Br:22] |f:0.1|. The reactants are [H-].C(C(C)C)[Al+]CC(C)C (Diisobutylaluminum hydride), CON(C(=O)C=1OC(=C(C1)Br)Br)C (4,5-Dibromo-furan-2-carboxylic acid methoxy-methyl-amide). The reactants are C(=O)(O)C1=CC2=C(N=CN=C2NC2=CC(=CC=C2)Cl)N1 (6-Carboxy-4-(3-chloro-anilino)-7H-pyrrolo[2,3-d]pyrimidine), C(C)(C)(C)N (tert.-butylamine), C(#N)P(OCC)(OCC)=O (diethyl cyanophosphonate). Solvent: CN(C)C=O (DMF). Run at time 4 hour. Product: C(C)(C)(C)NC(=O)C1=CC2=C(N=CN=C2NC2=CC(=CC=C2)Cl)N1 (6-(N-tert.-Butyl-carbamoyl)-4-(3-chloro-anilino)-7H-pyrrolo[2,3-d]pyrimidine). Reaction SMILES: [C:1]([C:4]1[NH:20][C:7]2[N:8]=[CH:9][N:10]=[C:11]([NH:12][C:13]3[CH:18]=[CH:17][CH:16]=[C:15]([Cl:19])[CH:14]=3)[C:6]=2[CH:5]=1)([OH:3])=O.[C:21]([NH2:25])([CH3:24])([CH3:23])[CH3:22].C(P(=O)(OCC)OCC)#N>CN(C=O)C>[C:21]([NH:25][C:1]([C:4]1[NH:20][C:7]2[N:8]=[CH:9][N:10]=[C:11]([NH:12][C:13]3[CH:18]=[CH:17][CH:16]=[C:15]([Cl:19])[CH:14]=3)[C:6]=2[CH:5]=1)=[O:3])([CH3:24])([CH3:23])[CH3:22]. Procedure: To a solution of 144 mg (0.50 mmol) of 6-carboxy-4-(3-chloro-anilino)-7H-pyrrolo[2,3-d]pyrimidine (cf. Example 42) and 116 μl (1.1 mmol) of tert.-butylamine in 5 ml of DMF are added 114 μl (0.75 mmol) of diethyl cyanophosphonate (Aldrich; Milwaukee/USA). After 4 h, the reaction mixture is poured onto ice water, stirred for 30 min and finally filtered. The residue is redissolved in isopropanol, treated with charcoal and filtered. Concentration in vacuo and washing with dichloromethane/diethyl eth... Starting materials: COC(C(C1=CC=C(C=C1)O)=O)=O (4-hydroxy-alpha-oxobenzeneacetic acid methyl ester), S(C)(=O)(=O)[O-] (mesylate), CC1=CC=C(OCCO)C=C1 (2-(4-methylphenoxy)ethanol), [H-].[Na+] (sodium hydride). Solvent: CN(C=O)C (dimethylformamide). Conditions: temperature 60 celsius, time 15 minute. Product: COC(C(C1=CC=C(C=C1)OCCOC1=CC=C(C=C1)C)=O)=O (4-[[2-(4-methylphenoxy)ethyl]oxy]-alpha-oxobenzeneacetic acid methyl ester). Yield: 65.7%. Reaction SMILES: [CH3:1][O:2][C:3](=[O:13])[C:4](=[O:12])[C:5]1[CH:10]=[CH:9][C:8]([OH:11])=[CH:7][CH:6]=1.[H-].[Na+].S([O-])(=O)(=O)C.[CH3:21][C:22]1[CH:31]=[CH:30][C:25]([O:26][CH2:27][CH2:28]O)=[CH:24][CH:23]=1>CN(C)C=O>[CH3:1][O:2][C:3](=[O:13])[C:4](=[O:12])[C:5]1[CH:10]=[CH:9][C:8]([O:11][CH2:28][CH2:27][O:26][C:25]2[CH:30]=[CH:31][C:22]([CH3:21])=[CH:23][CH:24]=2)=[CH:7][CH:6]=1 |f:1.2|. Procedure: A stirred mixture of 4-hydroxy-alpha-oxobenzeneacetic acid methyl ester (0.724 g) in dimethylformamide (10 mL) under argon was treated with 55% sodium hydride (0.175 g), stirred for 15 minutes and treated with the mesylate of 2-(4-methylphenoxy)ethanol (1.15 g). The mixture was heated at 60° C. overnight and worked up as in Example 20. The material was purified by HPLC (dichloromethane-hexane; 4:1) and crystallized from diethyl ether-hexane to provide 0.83 g of 4-[[2-(4-methylphenoxy)ethyl]oxy]-...